Dataset: the Open Reaction Database (ORD), a public repository of structured organic reaction records. Task: describe an organic reaction: reactants, conditions, products, and yield Reactants: CN(C)CC=CC(=O)O, Cl, Oc1cccc(Nc2ncnc3sc4c(c23)CCNC4)c1. Product: CN(C)CC=CC(=O)N1CCc2c(sc3ncnc(Nc4cccc(O)c4)c23)C1. As a reaction SMILES: [CH3:23][N:24]([CH2:25][CH:26]=[CH:27][C:28](=[O:29])[OH:30])[CH3:31].[ClH:22].[n:1]1[cH:2][n:3][c:4]([NH:14][c:15]2[cH:16][c:17]([OH:21])[cH:18][cH:19][cH:20]2)[c:5]2[c:6]1[s:7][c:8]1[c:9]2[CH2:10][CH2:11][NH:12][CH2:13]1>>[n:1]1[cH:2][n:3][c:4]([NH:14][c:15]2[cH:16][c:17]([OH:21])[cH:18][cH:19][cH:20]2)[c:5]2[c:6]1[s:7][c:8]1[c:9]2[CH2:10][CH2:11][N:12]([C:28]([CH:27]=[CH:26][CH2:25][N:24]([CH3:23])[CH3:31])=[O:29])[CH2:13]1. Starting materials: 4'-chlorophenethyl alcohol, II (iodine), ClCCl (dichloromethane), P1(OC2=C(C=CC=C2)O1)Cl (O-phenylene phosphorochloridite), N1=CC=CC=C1 (pyridine). The solvent is C(C)OCC (diethyl ether), C(C)OCC (diethyl ether). Conditions: time 2 day. The product is ClC1=CC=C(C=C1)CCI (1-Chloro-4-(2-iodoethyl)-benzene). RXN SMILES: P1(Cl)OC2[CH:5]=[CH:6][CH:7]=[CH:8][C:3]=2O1.N1[CH:16]=[CH:15]C=CC=1.[I:17]I.Cl[CH2:20][Cl:21]>C(OCC)C>[Cl:21][C:20]1[CH:3]=[CH:8][C:7]([CH2:6][CH2:5][I:17])=[CH:16][CH:15]=1. Procedure: A solution of O-phenylene phosphorochloridite (10.12 g, 58 mmol) and pyridine (4.6 g, 58 mmol) in diethyl ether (200 mL) is cooled to 0° C. and treated dropwise with a solution of 4'-chlorophenethyl alcohol (9 g, 57.5 mmol) in diethyl ether (100 mL) and stirred 2 days. The resulting pyridine hydrochloride is collected by filtration and the filtrate is concentrated under vacuum to an oil. A solution of the oil in dichloromethane (150 mL) is stirred 10 days with iodine (14.72 g, 58 mmol) and then ... The reactants are ester, Cl (HCl), CC(C)([O-])C.[K+] (potassium tert-butoxide), C(CCC(=O)OCC)(=O)OCC (diethyl succinate), BrC=1C=C(C=O)C=CC1 (3-bromobenzaldehyde), C(=O)([O-])[O-].[K+].[K+] (K2CO3), ester, CC(=O)[O-].[Na+] (NaOAc), Cl (HCl). Solvent: O (H2O), CC(C)(C)O (t-BuOH), C(C)(=O)OC(C)=O (acetic anhydride). Run at temperature 85 celsius, time 2 hour. Yields the product BrC1=C2C(=CC(=CC2=CC=C1)C(=O)OCC)O (Ethyl 5-Bromo-4-hydroxy-2-naphthoate). As a reaction SMILES: CC(C)([O-])C.[K+].[C:7]([O:16][CH2:17][CH3:18])(=[O:15])[CH2:8][CH2:9][C:10]([O:12]CC)=O.[Br:19][C:20]1[CH:21]=[C:22]([CH:25]=[CH:26][CH:27]=1)[CH:23]=O.Cl.CC([O-])=O.[Na+].C([O-])([O-])=O.[K+].[K+]>CC(O)(C)C.C(OC(=O)C)(=O)C.O>[Br:19][C:20]1[CH:27]=[CH:26][CH:25]=[C:22]2[C:21]=1[C:10]([OH:12])=[CH:9][C:8]([C:7]([O:16][CH2:17][CH3:18])=[O:15])=[CH:23]2 |f:0.1,5.6,7.8.9|. Procedure details: A solution of potassium tert-butoxide (20.0 g, 0.78 mol) at 55° C. in t-BuOH (249 mL) was treated with a premixed solution of diethyl succinate (40.4 mL, 0.243 mol) and 3-bromobenzaldehyde (18.9 mL, 0.162 mol) dropwise. Upon completion of the addition, the reaction mixture was warmed to 85° C. and stirred for 2 h. After 2 h, the reaction mixture was cooled to 25° C. The reaction mixture was acidified to pH<4 with 2 N aqueous HCl and concentrated. The aqueous suspension was then extracted with et... Starting materials: CO (MeOH), Cl.Cl.Cl.S1C=NC2=C1C=CC(=C2)NC=2C1=C(N=CN2)NC(=C1)C=1CCNCC1 (benzothiazol-5-yl-[6-(1,2,3,6-tetrahydropyridin-4-yl)-7H-pyrrolo[2,3-d]pyrimidin-4-yl]amine trihydrochloride), C(C)(C)N(C(C)C)CC (N,N-diisopropylethylamine), C(C)(C)(C)N=C=O (tert-Butyl isocyanate). Solvent: CN(C)C=O (DMF). Run at time 1.5 hour. Yields the product C(C)(C)(C)C1N(CC=C(C1)C1=CC2=C(N=CN=C2NC=2C=CC3=C(N=CS3)C2)N1)C(=O)N (tert-Butyl 4-[4-(benzothiazol-5-ylamino)-7H-pyrrolo[2,3-d]pyrimidin-6-yl]-3,6-dihydro-2H-pyridine-1-carboxamide). Reaction SMILES: Cl.Cl.Cl.[S:4]1[C:8]2[CH:9]=[CH:10][C:11]([NH:13][C:14]3[C:15]4[CH:22]=[C:21]([C:23]5[CH2:24][CH2:25][NH:26][CH2:27][CH:28]=5)[NH:20][C:16]=4[N:17]=[CH:18][N:19]=3)=[CH:12][C:7]=2[N:6]=[CH:5]1.C(N(CC)[CH:33]([CH3:35])[CH3:34])(C)C.C([N:42]=[C:43]=[O:44])(C)(C)C.[CH3:45]O>CN(C=O)C>[C:33]([CH:25]1[CH2:24][C:23]([C:21]2[NH:20][C:16]3[N:17]=[CH:18][N:19]=[C:14]([NH:13][C:11]4[CH:10]=[CH:9][C:8]5[S:4][CH:5]=[N:6][C:7]=5[CH:12]=4)[C:15]=3[CH:22]=2)=[CH:28][CH2:27][N:26]1[C:43]([NH2:42])=[O:44])([CH3:34])([CH3:35])[CH3:45] |f:0.1.2.3|. Reported procedure: A solution of benzothiazol-5-yl-[6-(1,2,3,6-tetrahydropyridin-4-yl)-7H-pyrrolo[2,3-d]pyrimidin-4-yl]amine trihydrochloride (23 mg, 0.050 mmol) and N,N-diisopropylethylamine (0.07 mL, 0.402 mmol) in DMF (2 mL) was stirred at rt for 30 min. tert-Butyl isocyanate (0.012 mL, 0.0 mmol) was added dropwise through a syringe. The resulting mixture was stirred for 1.5 h at rt. MeOH (0.5 mL) was added to quench the reaction. The whole mixture was filtered and purified by HPLC to afford the desired product... RXN SMILES: [CH2:24]1[CH2:25][NH:26][CH2:27][CH2:28][NH:29]1.[Cl:1][c:2]1[c:3]([C:22]#[N:23])[c:4](=[O:21])[n:5]([CH2:13][c:14]2[cH:15][cH:16][c:17]([F:20])[cH:18][cH:19]2)[c:6]2[cH:7][cH:8][c:9]([F:12])[cH:10][c:11]12.[Cl:30][CH2:31][Cl:32]>>[c:2]1([N:26]2[CH2:25][CH2:24][NH:29][CH2:28][CH2:27]2)[c:3]([C:22]#[N:23])[c:4](=[O:21])[n:5]([CH2:13][c:14]2[cH:15][cH:16][c:17]([F:20])[cH:18][cH:19]2)[c:6]2[cH:7][cH:8][c:9]([F:12])[cH:10][c:11]12. Reactants: C1CNCCN1, N#Cc1c(Cl)c2cc(F)ccc2n(Cc2ccc(F)cc2)c1=O, ClCCl. Product: N#Cc1c(N2CCNCC2)c2cc(F)ccc2n(Cc2ccc(F)cc2)c1=O. Starting materials: BrC1=CC=C2C=3C=CC(=CC3C(C2=C1)(CCCCCCCCCC)CCCCCCCCCC)C=O (7-Bromo-9,9-didecylfluorene-2-carbaldehyde), NC(=S)C(=S)N (dithiooxamide), aldehyde. Run in CS(=O)C (DMSO). Reaction conditions: temperature 190 celsius, time 1 hour. Product: BrC1=CC=C2C=3C=CC(=CC3C(C2=C1)(CCCCCCCCCC)CCCCCCCCCC)C=1SC=2N=C(SC2N1)C1=CC=2C(C3=CC(=CC=C3C2C=C1)Br)(CCCCCCCCCC)CCCCCCCCCC (2,5-Bis(7-bromo-9,9-didecylfluoren-2-yl)-1,3-thiazolo(5,4-d)1,3-thiazole). Isolated yield 15.1%. RXN SMILES: [Br:1][C:2]1[CH:14]=[C:13]2[C:5]([C:6]3[CH:7]=[CH:8][C:9]([CH:35]=O)=[CH:10][C:11]=3[C:12]2([CH2:25][CH2:26][CH2:27][CH2:28][CH2:29][CH2:30][CH2:31][CH2:32][CH2:33][CH3:34])[CH2:15][CH2:16][CH2:17][CH2:18][CH2:19][CH2:20][CH2:21][CH2:22][CH2:23][CH3:24])=[CH:4][CH:3]=1.[NH2:37][C:38]([C:40]([NH2:42])=[S:41])=[S:39]>CS(C)=O>[Br:1][C:2]1[CH:14]=[C:13]2[C:5]([C:6]3[CH:7]=[CH:8][C:9]([C:35]4[S:39][C:38]5[N:37]=[C:35]([C:9]6[CH:8]=[CH:7][C:6]7[C:5]8[C:13](=[CH:14][C:2]([Br:1])=[CH:3][CH:4]=8)[C:12]([CH2:25][CH2:26][CH2:27][CH2:28][CH2:29][CH2:30][CH2:31][CH2:32][CH2:33][CH3:34])([CH2:15][CH2:16][CH2:17][CH2:18][CH2:19][CH2:20][CH2:21][CH2:22][CH2:23][CH3:24])[C:11]=7[CH:10]=6)[S:41][C:40]=5[N:42]=4)=[CH:10][C:11]=3[C:12]2([CH2:25][CH2:26][CH2:27][CH2:28][CH2:29][CH2:30][CH2:31][CH2:32][CH2:33][CH3:34])[CH2:15][CH2:16][CH2:17][CH2:18][CH2:19][CH2:20][CH2:21][CH2:22][CH2:23][CH3:24])=[CH:4][CH:3]=1. Procedure: A mixture of 7-bromo-9,9-didecylfluorene-2carbaldehyde (example 2; 6.6 g, 12 mmol), dithiooxamide (rubeanic acid, 0.6 g, 5 mmol) and DMSO (4 mL) was heated in an oil-bath to a bath temperature of 190° C., held 1 hour and poured onto water. The mixture was extracted into toluene (200 mL). The toluene extract was washed with water, dried and concentrated. The resulting residue was chromatographed over alumina to get a mixture of product containing the aldehyde product. The mixture was rechromatogr... Starting materials: CSc1nc(C)co1, ClC(Cl)Cl, [Na+], [Na+], [Na+], [Na+], O=C([O-])[O-], O=C(OO)c1cccc(Cl)c1, O=S([O-])[O-]. The product is Cc1coc(S(C)=O)n1. Reaction SMILES: [CH3:1][c:2]1[n:3][c:4]([S:7][CH3:8])[o:5][cH:6]1.[CH:32]([Cl:33])([Cl:34])[Cl:35].[Na+:10].[Na+:30].[Na+:31].[Na+:9].[O-:11][C:12](=[O:13])[O-:14].[OH:15][O:16][C:17]([c:18]1[cH:19][c:20]([Cl:21])[cH:22][cH:23][cH:24]1)=[O:25].[S:26]([O-:27])([O-:28])=[O:29]>>[CH3:1][c:2]1[n:3][c:4]([S:7]([CH3:8])=[O:11])[o:5][cH:6]1.